describe an organic reaction: reactants, conditions, products, and yield From a dataset of the Open Reaction Database (ORD), a public repository of structured organic reaction records. The reactants are N#Cc1ccc(B(O)O)cc1, CC(=O)[O-], CC(=O)[O-], ClCCl, [Cu+2], CC(C)N1CCN(C(=O)c2ccc3[nH]c(C(=O)N4CCC(F)(F)CC4)cc3c2)CC1, c1ccncc1. The product is CC(C)N1CCN(C(=O)c2ccc3c(c2)cc(C(=O)N2CCC(F)(F)CC2)n3-c2ccc(C#N)cc2)CC1. RXN SMILES: [C:31](#[N:32])[c:33]1[cH:34][cH:35][c:36]([B:39]([OH:40])[OH:41])[cH:37][cH:38]1.[C:51]([O-:52])(=[O:53])[CH3:54].[C:56]([O-:57])(=[O:58])[CH3:59].[Cl:48][CH2:49][Cl:50].[Cu+2:55].[F:1][C:2]1([F:30])[CH2:3][CH2:4][N:5]([C:8](=[O:9])[c:10]2[nH:11][c:12]3[cH:13][cH:14][c:15]([C:19](=[O:20])[N:21]4[CH2:22][CH2:23][N:24]([CH:27]([CH3:28])[CH3:29])[CH2:25][CH2:26]4)[cH:16][c:17]3[cH:18]2)[CH2:6][CH2:7]1.[cH:42]1[cH:43][cH:44][n:45][cH:46][cH:47]1>>[F:1][C:2]1([F:30])[CH2:3][CH2:4][N:5]([C:8](=[O:9])[c:10]2[n:11](-[c:36]3[cH:35][cH:34][c:33]([C:31]#[N:32])[cH:38][cH:37]3)[c:12]3[cH:13][cH:14][c:15]([C:19](=[O:20])[N:21]4[CH2:22][CH2:23][N:24]([CH:27]([CH3:28])[CH3:29])[CH2:25][CH2:26]4)[cH:16][c:17]3[cH:18]2)[CH2:6][CH2:7]1. Reactants: CN1CCNCC1, CC#N, C1CCOC1, O=S(=O)(NN=C(Cl)c1ccccc1Br)c1ccccc1. The product is CN1CCN(C(=NNS(=O)(=O)c2ccccc2)c2ccccc2Br)CC1. RXN SMILES: [CH3:21][N:22]1[CH2:23][CH2:24][NH:25][CH2:26][CH2:27]1.[CH3:28][C:29]#[N:30].[O:31]1[CH2:32][CH2:33][CH2:34][CH2:35]1.[c:1]1([S:7](=[O:8])(=[O:9])[NH:10][N:11]=[C:12]([c:13]2[c:14]([Br:19])[cH:15][cH:16][cH:17][cH:18]2)[Cl:20])[cH:2][cH:3][cH:4][cH:5][cH:6]1>>[c:1]1([S:7](=[O:8])(=[O:9])[NH:10][N:11]=[C:12]([c:13]2[c:14]([Br:19])[cH:15][cH:16][cH:17][cH:18]2)[N:25]2[CH2:24][CH2:23][N:22]([CH3:21])[CH2:27][CH2:26]2)[cH:2][cH:3][cH:4][cH:5][cH:6]1. The reactants are FC(C(=O)O)(F)F (trifluoroacetic acid), O1C(=NC=C1)[C@@H](C)NC(=O)C1=CN(C2=NC=C(N=C21)C=2N=CN1C2C=CC(=C1)F)COCC[Si](C)(C)C (2-(6-fluoro-imidazo[1,5-a]pyridin-1-yl)-5-(2-trimethylsilanylethoxymethyl)-5H-pyrrolo[2,3-b]pyrazine-7-carboxylic acid ((R)-1-oxazol-2-yl-ethyl)-amide), C(CN)N (ethylenediamine). The solvent is ClCCl (dichloromethane). Reaction conditions: time 2 hour. Product: O1C(=NC=C1)[C@@H](C)NC(=O)C1=CNC2=NC=C(N=C21)C=2N=CN1C2C=CC(=C1)F (2-(6-fluoro-imidazo[1,5-a]pyridin-1-yl)-5H-pyrrolo[2,3-b]pyrazine-7-carboxylic acid ((R)-1-oxazol-2-yl-ethyl)-amide). Isolated yield 94.7%. As a reaction SMILES: [O:1]1[CH:5]=[CH:4][N:3]=[C:2]1[C@H:6]([NH:8][C:9]([C:11]1[C:19]2[C:14](=[N:15][CH:16]=[C:17]([C:20]3[N:21]=[CH:22][N:23]4[CH:28]=[C:27]([F:29])[CH:26]=[CH:25][C:24]=34)[N:18]=2)[N:13](COCC[Si](C)(C)C)[CH:12]=1)=[O:10])[CH3:7].FC(F)(F)C(O)=O.C(N)CN>ClCCl>[O:1]1[CH:5]=[CH:4][N:3]=[C:2]1[C@H:6]([NH:8][C:9]([C:11]1[C:19]2[C:14](=[N:15][CH:16]=[C:17]([C:20]3[N:21]=[CH:22][N:23]4[CH:28]=[C:27]([F:29])[CH:26]=[CH:25][C:24]=34)[N:18]=2)[NH:13][CH:12]=1)=[O:10])[CH3:7]. Procedure details: In a round-bottomed flask, 2-(6-fluoro-imidazo[1,5-a]pyridin-1-yl)-5-(2-trimethylsilanylethoxymethyl)-5H-pyrrolo[2,3-b]pyrazine-7-carboxylic acid ((R)-1-oxazol-2-yl-ethyl)-amide (107 mg, 0.205 mmol) was dissolved in dichloromethane (1.1 ml) and trifluoroacetic acid (0.64 ml, 8.3 mmol) was added. The reaction mixture was stirred at room temperature for 2 h then concentrated. The residue was dissolved in dichloromethane (1.1 ml) and ethylenediamine (0.84 ml, 12.4 mmol) was added. The yellow reacti...